This data is from the Open Reaction Database (ORD), a public repository of structured organic reaction records. The task is: describe an organic reaction: reactants, conditions, products, and yield Starting materials: O=C1SC(C(N1)=O)CC1=CC=C(OCC(=O)NC2=C(C=C(C=C2)OC2=CC(=CC=C2)N2CCOCC2)N(C(OC(C)(C)C)=O)C)C=C1 (t-butyl N-{2-[4-(2,4-dioxothiazolidin-5-ylmethyl)phenoxyacetylamino]-5-[3-(morpholin-4-yl)phenoxy]phenyl)-N-methylcarbamate), Cl.O1CCOCC1 (hydrochloric acid dioxane). Run at time 3 hour. The product is Cl.Cl.CN1C(=NC2=C1C=C(C=C2)OC2=CC(=CC=C2)N2CCOCC2)COC2=CC=C(CC1C(NC(S1)=O)=O)C=C2 (5-{4-(1-Methyl-6-[3-(morpholin-4-yl)phenoxy]-1H-benzimidazol-2-ylmethoxy)benzyl}thiazolidine-2,4-dione dihydrochloride). RXN SMILES: [O:1]=[C:2]1[NH:6][C:5](=[O:7])[CH:4]([CH2:8][C:9]2[CH:47]=[CH:46][C:12]([O:13][CH2:14][C:15]([NH:17][C:18]3[CH:23]=[CH:22][C:21]([O:24][C:25]4[CH:30]=[CH:29][CH:28]=[C:27]([N:31]5[CH2:36][CH2:35][O:34][CH2:33][CH2:32]5)[CH:26]=4)=[CH:20][C:19]=3[N:37](C)[C:38](=O)OC(C)(C)C)=O)=[CH:11][CH:10]=2)[S:3]1.[ClH:48].O1CCOCC1>>[ClH:48].[ClH:48].[CH3:38][N:37]1[C:19]2[CH:20]=[C:21]([O:24][C:25]3[CH:30]=[CH:29][CH:28]=[C:27]([N:31]4[CH2:36][CH2:35][O:34][CH2:33][CH2:32]4)[CH:26]=3)[CH:22]=[CH:23][C:18]=2[N:17]=[C:15]1[CH2:14][O:13][C:12]1[CH:46]=[CH:47][C:9]([CH2:8][CH:4]2[S:3][C:2](=[O:1])[NH:6][C:5]2=[O:7])=[CH:10][CH:11]=1 |f:1.2,3.4.5|. Procedure details: A mixture of t-butyl N-{2-[4-(2,4-dioxothiazolidin-5-ylmethyl)phenoxyacetylamino]-5-[3-(morpholin-4-yl)phenoxy]phenyl)-N-methylcarbamate and 20 ml of 4N hydrochloric acid/dioxane was stirred at room temperature for 3 hours. The reaction mixture was evaporated to dryness under reduced pressure, followed by the addition of ether. The insoluble product was collected by filtration and washed with ether, whereby 1.27 g of the title compound were obtained. Reactants: CC(C)(ON(C([O-])=O)[C@@H](C(=O)NC1=CC(=CC(=C1)CO)NC1=NC=C(C(=N1)OCC#C)Br)CC1=CC=CC=C1)C (1,1-Dimethylethoxy[(1R)-2-[[3-[[5-bromo-4-(prop-2-ynyloxy)pyrimidin-2-yl]amino]-5-(hydroxymethyl)phenyl]amino]-2-oxo-1-(phenylmethyl)ethyl]carbamate), S(O)(O)(=O)=O (sulfuric acid), O (water). Solvent: O1CCOCC1 (dioxane). Product: N[C@@H](C(=O)NC1=CC(=CC(=C1)CO)NC1=NC=C(C(=N1)OCC#C)Br)CC1=CC=CC=C1 ((αR)-α-Amino-N-[3-[[5-bromo-4-(prop-2-ynyloxy)pyrimidin-2-yl]amino]-5-(hydroxymethyl)phenyl]benzenepropanamide). Yield: 56.0%. Reaction SMILES: CC(C)(O[N:5]([C@H:9]([CH2:33][C:34]1[CH:39]=[CH:38][CH:37]=[CH:36][CH:35]=1)[C:10]([NH:12][C:13]1[CH:18]=[C:17]([CH2:19][OH:20])[CH:16]=[C:15]([NH:21][C:22]2[N:27]=[C:26]([O:28][CH2:29][C:30]#[CH:31])[C:25]([Br:32])=[CH:24][N:23]=2)[CH:14]=1)=[O:11])C(=O)[O-])C.S(=O)(=O)(O)O.O>O1CCOCC1>[NH2:5][C@H:9]([CH2:33][C:34]1[CH:35]=[CH:36][CH:37]=[CH:38][CH:39]=1)[C:10]([NH:12][C:13]1[CH:18]=[C:17]([CH2:19][OH:20])[CH:16]=[C:15]([NH:21][C:22]2[N:27]=[C:26]([O:28][CH2:29][C:30]#[CH:31])[C:25]([Br:32])=[CH:24][N:23]=2)[CH:14]=1)=[O:11]. Procedure: 1,1-Dimethylethoxy[(1R)-2-[[3-[[5-bromo-4-(prop-2-ynyloxy)pyrimidin-2-yl]amino]-5-(hydroxymethyl)phenyl]amino]-2-oxo-1-(phenylmethyl)ethyl]carbamate (22 mg) and sulfuric acid (0.3 ml; 2 n) were stirred in dioxane (3 ml) at 100° C. for 2.5 h. After cooling and dilution with water saturated NaHCO3-solution was added and the resulting preticipate collected by filtration yielding the title compound (10 mg). The reactants are COC(=O)C=1N=C(SC1)NC([C@H](CC1=CC=CC=C1)N)=O (2-((S)-2-amino-3-phenyl-propionylamino)-thiazole-4-carboxylic acid methyl ester), C(C)(C)(C)OC(=O)N[C@@H](C(=O)O)C1=CC=C(C=C1)OCCOC ((R)-tert-butoxycarbonylamino-{4-[2-(methoxy)-ethoxy]-phenyl}-acetic acid), ClC1=NC(=NC(=N1)OC)OC (2-chloro-4,6-dimethoxy-1,3,5-triazine), CN1CCOCC1 (N-methylmorpholine). The solvent is O1CCCC1 (tetrahydrofuran), O1CCCC1 (tetrahydrofuran). Run at time 20 hour. Yields the product COC(=O)C=1N=C(SC1)NC([C@H](CC1=CC=CC=C1)NC(C(C1=CC=C(C=C1)OCCOC)NC(=O)OC(C)(C)C)=O)=O (2-((S)-2-{2-tert-butoxycarbonylamino-2-[4-(2-methoxy-ethoxy)-phenyl]-acetylamino}-3-phenyl-propionylamino)-thiazole-4-carboxylic acid methyl ester). RXN SMILES: [C:1]([O:5][C:6]([NH:8][C@H:9]([C:13]1[CH:18]=[CH:17][C:16]([O:19][CH2:20][CH2:21][O:22][CH3:23])=[CH:15][CH:14]=1)[C:10]([OH:12])=O)=[O:7])([CH3:4])([CH3:3])[CH3:2].ClC1N=C(OC)N=C(OC)N=1.CN1CCOCC1.[CH3:42][O:43][C:44]([C:46]1[N:47]=[C:48]([NH:51][C:52](=[O:62])[C@@H:53]([NH2:61])[CH2:54][C:55]2[CH:60]=[CH:59][CH:58]=[CH:57][CH:56]=2)[S:49][CH:50]=1)=[O:45]>O1CCCC1>[CH3:42][O:43][C:44]([C:46]1[N:47]=[C:48]([NH:51][C:52](=[O:62])[C@@H:53]([NH:61][C:10](=[O:12])[CH:9]([NH:8][C:6]([O:5][C:1]([CH3:2])([CH3:3])[CH3:4])=[O:7])[C:13]2[CH:18]=[CH:17][C:16]([O:19][CH2:20][CH2:21][O:22][CH3:23])=[CH:15][CH:14]=2)[CH2:54][C:55]2[CH:60]=[CH:59][CH:58]=[CH:57][CH:56]=2)[S:49][CH:50]=1)=[O:45]. Procedure details: (R)-tert-butoxycarbonylamino-{4-[2-(methoxy)-ethoxy]-phenyl}-acetic acid (0.6 g, 1.84 mmol), 2-chloro-4,6-dimethoxy-1,3,5-triazine (0.32 g, 1.84 mmol) and N-methylmorpholine (0.19 g, 1.84 mmol) in anhydrous tetrahydrofuran (20 mL) were stirred at room temperature for 4 hours. Then a solution of 2-((S)-2-amino-3-phenyl-propionylamino)-thiazole-4-carboxylic acid methyl ester (0.56 g, 1.84 mmol) in tetrahydrofuran (10 mL) was added. The reaction mixture was stirred at room temperature for 20 hours.... Starting materials: C(C=C)OC=1C(=NC=CC1)C(O)C1=C(C=CC(=C1)F)F (3-allyloxy-2-[(2,5-difluorophenyl)-hydroxymethyl]pyridine), C(C)OCC (diethyl ether), ClC1=CC=C(C=C1)S (4-chlorobenzenethiol), C([O-])([O-])=O.[K+].[K+] (potassium carbonate). Run in S(=O)(Cl)Cl (thionyl chloride), CN(C=O)C (dimethylformamide), CN(C=O)C (dimethylformamide). Reaction conditions: time 16 hour. The product is C(C=C)OC=1C(=NC=CC1)C(C1=C(C=CC(=C1)F)F)SC1=CC=C(C=C1)Cl (3-Allyloxy-2-[[(4-chlorophenyl)thio]-(2,5-difluorophenyl)methyl]pyridine). Yield: 47.7%. As a reaction SMILES: [CH2:1]([O:4][C:5]1[C:6]([CH:11]([C:13]2[CH:18]=[C:17]([F:19])[CH:16]=[CH:15][C:14]=2[F:20])O)=[N:7][CH:8]=[CH:9][CH:10]=1)[CH:2]=[CH2:3].[Cl:21][C:22]1[CH:27]=[CH:26][C:25]([SH:28])=[CH:24][CH:23]=1.C(=O)([O-])[O-].[K+].[K+].C(OCC)C>S(Cl)(Cl)=O.CN(C)C=O>[CH2:1]([O:4][C:5]1[C:6]([CH:11]([S:28][C:25]2[CH:26]=[CH:27][C:22]([Cl:21])=[CH:23][CH:24]=2)[C:13]2[CH:18]=[C:17]([F:19])[CH:16]=[CH:15][C:14]=2[F:20])=[N:7][CH:8]=[CH:9][CH:10]=1)[CH:2]=[CH2:3] |f:2.3.4|. Procedure details: The 3-allyloxy-2-[(2,5-difluorophenyl)-hydroxymethyl]pyridine (370 mg, 1.33 mmol) obtained in Referential Example 10 was dissolved in thionyl chloride (2.0 ml). To the resulting solution was added a catalytic amount of dimethylformamide. The resulting mixture was stirred for 16 hours. The reaction mixture was concentrated under reduced pressure. Dioxane was added to the residue, followed by further concentration. The residue thus obtained was dissolved in dimethylformamide (10 ml). To the result... Reactants: N=1C=CN2C1C=CC=C2SCCCCN2C(NC(C2=O)=CCCC)=O (3-[4-(imidazo-[1,2-a]pyridin-5-ylthio)butyl]-5-butylidenehydantoin), Cl (hydrochloric acid). Run in CO (methanol). The product is Cl.N=1C=CN2C1C=CC=C2SCCCCN2C(NC(C2=O)=CCCC)=O (3-[4-(imidazo[1,2-a]pyridin-5-ylthio)-butyl]-5-butylidenehydantoin hydrochloride). Reaction SMILES: [N:1]1[CH:2]=[CH:3][N:4]2[C:9]([S:10][CH2:11][CH2:12][CH2:13][CH2:14][N:15]3[C:19](=[O:20])[C:18](=[CH:21][CH2:22][CH2:23][CH3:24])[NH:17][C:16]3=[O:25])=[CH:8][CH:7]=[CH:6][C:5]=12.[ClH:26]>CO>[ClH:26].[N:1]1[CH:2]=[CH:3][N:4]2[C:9]([S:10][CH2:11][CH2:12][CH2:13][CH2:14][N:15]3[C:19](=[O:20])[C:18](=[CH:21][CH2:22][CH2:23][CH3:24])[NH:17][C:16]3=[O:25])=[CH:8][CH:7]=[CH:6][C:5]=12 |f:3.4|. Procedure: To a solution of 0.43 g (1.20 mmol) of 3-[4-(imidazo-[1,2-a]pyridin-5-ylthio)butyl]-5-butylidenehydantoin in 10 ml of methanol, 0.17 ml of concentrated hydrochloric acid was added. After the solvent was distilled off, the residue was washed with diethyl ether to yield 0.53 g (100%, brown solid) of the desired product. The reactants are Cl, O=C(O)CCC(=O)c1ccc(Sc2ccccc2)cc1. Product: O=C(O)CCCc1ccc(Sc2ccccc2)cc1. As a reaction SMILES: [ClH:21].[O:1]=[C:2]([CH2:3][CH2:4][C:5](=[O:6])[OH:7])[c:8]1[cH:9][cH:10][c:11]([S:14][c:15]2[cH:16][cH:17][cH:18][cH:19][cH:20]2)[cH:12][cH:13]1>>[CH2:2]([CH2:3][CH2:4][C:5](=[O:6])[OH:7])[c:8]1[cH:9][cH:10][c:11]([S:14][c:15]2[cH:16][cH:17][cH:18][cH:19][cH:20]2)[cH:12][cH:13]1. Reactants: CN1C2CCC1CNC2, CSC1=NC(=O)C(=Cc2ccc3c(cnn3Cc3ccc(C(F)(F)F)cc3C(F)(F)F)c2)S1. Product: CN1C2CCC1CN(C1=NC(=O)C(=Cc3ccc4c(cnn4Cc4ccc(C(F)(F)F)cc4C(F)(F)F)c3)S1)C2. Reaction SMILES: [CH3:34][N:35]1[CH:36]2[CH2:37][NH:38][CH2:39][CH:40]1[CH2:41][CH2:42]2.[F:1][C:2]([c:3]1[c:4]([CH2:5][n:6]2[n:7][cH:8][c:9]3[cH:10][c:11]([CH:15]=[C:16]4[C:17](=[O:23])[N:18]=[C:19]([S:21][CH3:22])[S:20]4)[cH:12][cH:13][c:14]23)[cH:24][cH:25][c:26]([C:28]([F:29])([F:30])[F:31])[cH:27]1)([F:32])[F:33]>>[F:1][C:2]([c:3]1[c:4]([CH2:5][n:6]2[n:7][cH:8][c:9]3[cH:10][c:11]([CH:15]=[C:16]4[C:17](=[O:23])[N:18]=[C:19]([N:38]5[CH2:37][CH:36]6[N:35]([CH3:34])[CH:40]([CH2:39]5)[CH2:41][CH2:42]6)[S:20]4)[cH:12][cH:13][c:14]23)[cH:24][cH:25][c:26]([C:28]([F:29])([F:30])[F:31])[cH:27]1)([F:32])[F:33]. Reactants: BrC(C)Br (dibromoethane), C([O-])(O)=O.[Na+] (sodium bicarbonate), CC1=C(N)C=CC(=C1)Cl (2-methyl-4-chloroaniline), [OH-].[K+] (potassium hydroxide), C(=S)=S (carbon disulphide). Yields the product CC1=C(C=CC(=C1)Cl)N=C1SCCS1 (2-(2-Methyl-4-chloro-phenylimino)-1,3-dithiolane). Procedure details: 50.0 g of 2-methyl-4-chloroaniline were dissolved in 300 ml of dimethylformamide and 27.0 g of carbon disulphide and 23.0 g of potassium hydroxide powder (about 88% strength) were introduced at 5-10° C, with cooling. The mixture was stirred for a further 2 hours and the solution thus obtained was added slowly, with stirring, to a mixture of 200 ml of dimethylformamide, 68 g of dibromoethane and 31 g of sodium bicarbonate. The mixture was kept at 60° C for a further 3 hours and was concentrated i... Reaction SMILES: [CH3:1][C:2]1[CH:8]=[C:7]([Cl:9])[CH:6]=[CH:5][C:3]=1[NH2:4].[OH-].[K+].Br[CH:13](Br)[CH3:14].C(=O)(O)[O-].[Na+].[C:21](=[S:23])=[S:22]>CN(C)C=O>[CH3:1][C:2]1[CH:8]=[C:7]([Cl:9])[CH:6]=[CH:5][C:3]=1[N:4]=[C:21]1[S:23][CH2:14][CH2:13][S:22]1 |f:1.2,4.5|. Solvent: CN(C=O)C (dimethylformamide), CN(C=O)C (dimethylformamide). Run at time 2 hour.